This data is from the Open Reaction Database (ORD), a public repository of structured organic reaction records. The task is: describe an organic reaction: reactants, conditions, products, and yield Starting materials: NC1=NC=NC2=CC(=CC=C12)CN1C(C(NCC1C)COC)=O (1-(4-amino-quinazoline-7-ylmethyl)-3-methoxymethyl-6-methyl-piperazine-2-one), BrCC1=CC2=CC=C(C=C2C=C1)Cl (2-bromomethyl-6-chloronaphthalene). Product: NC1=NC=NC2=CC(=CC=C12)CN1C([C@@H](N(C[C@@H]1C)CC1=CC2=CC=C(C=C2C=C1)Cl)COC)=O (1-(4-Amino-quinazolin-7-ylmethyl)-4-(6-chloro-naphthalen-2-ylmethyl)-3-(S)-methoxymethyl-6-(S)-methyl-piperazin-2-one). As a reaction SMILES: [NH2:1][C:2]1[C:11]2[C:6](=[CH:7][C:8]([CH2:12][N:13]3[CH:18]([CH3:19])[CH2:17][NH:16][CH:15]([CH2:20][O:21][CH3:22])[C:14]3=[O:23])=[CH:9][CH:10]=2)[N:5]=[CH:4][N:3]=1.Br[CH2:25][C:26]1[CH:35]=[CH:34][C:33]2[C:28](=[CH:29][CH:30]=[C:31]([Cl:36])[CH:32]=2)[CH:27]=1>>[NH2:1][C:2]1[C:11]2[C:6](=[CH:7][C:8]([CH2:12][N:13]3[C@@H:18]([CH3:19])[CH2:17][N:16]([CH2:25][C:26]4[CH:35]=[CH:34][C:33]5[C:28](=[CH:29][CH:30]=[C:31]([Cl:36])[CH:32]=5)[CH:27]=4)[C@@H:15]([CH2:20][O:21][CH3:22])[C:14]3=[O:23])=[CH:9][CH:10]=2)[N:5]=[CH:4][N:3]=1. Reported procedure: The title compound is prepared as described in EXAMPLE 268, using 1-(4-amino-quinazoline-7-ylmethyl)-3-methoxymethyl-6-methyl-piperazine-2-one, EXAMPLE 87, and 2-bromomethyl-6-chloronaphthalene, EXAMPLE 12. 1H NMR (CDCl3, 300 MHz) δ8.59 (s, 1H), 7.79 (d, 1H), 7.70-7.12 (m, 3H), 7.68-7.67 (m, 2H), 7.55 (d, 1H), 7.39 (d, 1H), 4.78 (d, 2H), 3.98 (d, 2H), 3.44 (s, 3H), 3.38 (t, 1H), 2.64 (m, 2H), 1.26 (d, 3H). MS (ISP) 490, 492, (M+H), Cl pattern.